From a dataset of the Open Reaction Database (ORD), a public repository of structured organic reaction records. describe an organic reaction: reactants, conditions, products, and yield The reactants are CNc1ccc(OC(CC(C)C)C2CCN(C(=O)OC(C)(C)C)C2)c(C)n1, Cl. Product: CNc1ccc(OC(CC(C)C)C2CCNC2)c(C)n1. RXN SMILES: [C:1]([O:2][C:3](=[O:4])[N:8]1[CH2:9][CH:10]([CH:13]([CH2:14][CH:15]([CH3:16])[CH3:17])[O:18][c:19]2[c:20]([CH3:27])[n:21][c:22]([NH:25][CH3:26])[cH:23][cH:24]2)[CH2:11][CH2:12]1)([CH3:5])([CH3:6])[CH3:7].[ClH:28]>>[NH:8]1[CH2:9][CH:10]([CH:13]([CH2:14][CH:15]([CH3:16])[CH3:17])[O:18][c:19]2[c:20]([CH3:27])[n:21][c:22]([NH:25][CH3:26])[cH:23][cH:24]2)[CH2:11][CH2:12]1. Reactants: C(C)(C)(C)OC(NC1=NC=CC(=C1I)Cl)=O ((4-chloro-3-iodo-pyridin-2-yl)-carbamic acid tert-butyl ester), [OH-].[Na+] (NaOH). The solvent is Br (hydrobromic acid), C1CCOC1 (THF). Run at temperature 100 celsius. Yields the product ClC1=C(C(=NC=C1)N)I (4-Chloro-3-iodopyridin-2-amine). The yield is 92.0%. As a reaction SMILES: C(OC(=O)[NH:7][C:8]1[C:13]([I:14])=[C:12]([Cl:15])[CH:11]=[CH:10][N:9]=1)(C)(C)C.[OH-].[Na+]>Br.C1COCC1>[Cl:15][C:12]1[CH:11]=[CH:10][N:9]=[C:8]([NH2:7])[C:13]=1[I:14] |f:1.2|. Procedure: A suspension of (4-chloro-3-iodo-pyridin-2-yl)-carbamic acid tert-butyl ester (5.6 g, 15.8 mmol) in 48% hydrobromic acid was heated at 100° C. for 10 min to give a clear solution. The mixture was cooled, treated with crushed ice and made basic with 6 M NaOH. The precipitated product was collected by vacuum filtration, washed with H2O and sucked partially on the funnel to give a white solid. The product was dissolved in THF and the solution dried over MgSO4 and concentrated in vacuo to give the t... The reactants are ClCC(=O)NCC1CN2C(CC2O1)=O ((3RS,5RS)-3-(N-Chloroacetylaminomethyl)-4-oxa-1-azabicyclo[3.2.0]heptan-7-one), C(=O)[O-].[Na+] (Sodium formate), O (water). The solvent is CS(=O)C (Dimethyl sulfoxide). Reaction conditions: time 15 hour. Product: C(=O)OCC(=O)NCC1CN2C(CC2O1)=O ((3RS,5RS)-3-[N-(Formyloxyacetyl)aminomethyl]-4-oxa-1-azabicyclo[3.2.0]heptan-7-one). Yield: 33.0%. RXN SMILES: Cl[CH2:2][C:3]([NH:5][CH2:6][CH:7]1[O:13][CH:12]2[N:9]([C:10](=[O:14])[CH2:11]2)[CH2:8]1)=[O:4].[CH:15]([O-:17])=[O:16].[Na+].O>CS(C)=O>[CH:15]([O:17][CH2:2][C:3]([NH:5][CH2:6][CH:7]1[O:13][CH:12]2[N:9]([C:10](=[O:14])[CH2:11]2)[CH2:8]1)=[O:4])=[O:16] |f:1.2|. Reported procedure: A mixture of (3RS,5RS)-3-(N-Chloroacetylaminomethyl)-4-oxa-1-azabicyclo[3.2.0]heptan-7-one(260 mg), Sodium formate(97 mg) in Dimethyl sulfoxide(5 ml) was stirred at room temperature for 15 hrs, then 70° C. for 3days. The reaction mixture was poured into water, extracted with Chloroform and dried over Magnesium sulfate. The residue which obtained after removal of solvent in vacuo, was purified by flash chromatography (Ethyl acetate). The title compound was obtained as oil. Starting materials: C(C1=CC=CC=C1)(C1=CC=CC=C1)(C1=CC=CC=C1)NC=1SC=C(N1)/C(/C(=O)O)=N/OC(C=1C=NC=CC1)C(=O)OC(C)(C)C ((Z)-2-(2-tritylaminothiazol-4-yl)-[[(tert-butoxycarbonyl)(3-pyridyl)methoxy]imino]acetic acid), P(Cl)(Cl)(Cl)(Cl)Cl (phosphorus pentachloride), Cl.NC1[C@@H]2N(C(=C(CS2)CCl)C(=O)OCC2=CC=C(C=C2)OC)C1=O (p-methoxybenzyl 7-amino-3-chloromethyl-3-cephem-4-carboxylate hydrochloride), Cl (hydrochloric acid). Solvent: ClCCl (dichloromethane), ClCCl (dichloromethane), N1=CC=CC=C1 (pyridine), ClCCl (dichloromethane). Reaction conditions: temperature 5 celsius, time 30 minute. Yields the product C(C1=CC=CC=C1)(C1=CC=CC=C1)(C1=CC=CC=C1)NC=1SC=C(N1)/C(/C(=O)N[C@H]1[C@@H]2N(C(=C(CS2)CCl)C(=O)OCC2=CC=C(C=C2)OC)C1=O)=N/OC(C=1C=NC=CC1)C(=O)OC(C)(C)C (p-methoxybenzyl 7β-[(Z)-2-(2-tritylamino-4-thiazolyl)-2-[[(R S)-(tert-butoxycarbonyl)(3-pyridyl)methoxy]imino]acetamido]-3-chloromethyl-3-cephem-4-carboxylate). Isolated yield 57.9%. Reaction SMILES: [C:1]([NH:20][C:21]1[S:22][CH:23]=[C:24](/[C:26](=[N:30]/[O:31][CH:32]([C:39]([O:41][C:42]([CH3:45])([CH3:44])[CH3:43])=[O:40])[C:33]2[CH:34]=[N:35][CH:36]=[CH:37][CH:38]=2)/[C:27]([OH:29])=O)[N:25]=1)([C:14]1[CH:19]=[CH:18][CH:17]=[CH:16][CH:15]=1)([C:8]1[CH:13]=[CH:12][CH:11]=[CH:10][CH:9]=1)[C:2]1[CH:7]=[CH:6][CH:5]=[CH:4][CH:3]=1.P(Cl)(Cl)(Cl)(Cl)Cl.Cl.[NH2:53][CH:54]1[C:75](=[O:76])[N:56]2[C:57]([C:63]([O:65][CH2:66][C:67]3[CH:72]=[CH:71][C:70]([O:73][CH3:74])=[CH:69][CH:68]=3)=[O:64])=[C:58]([CH2:61][Cl:62])[CH2:59][S:60][C@H:55]12.Cl>ClCCl.N1C=CC=CC=1>[C:1]([NH:20][C:21]1[S:22][CH:23]=[C:24](/[C:26](=[N:30]/[O:31][CH:32]([C:39]([O:41][C:42]([CH3:45])([CH3:43])[CH3:44])=[O:40])[C:33]2[CH:34]=[N:35][CH:36]=[CH:37][CH:38]=2)/[C:27]([NH:53][C@@H:54]2[C:75](=[O:76])[N:56]3[C:57]([C:63]([O:65][CH2:66][C:67]4[CH:72]=[CH:71][C:70]([O:73][CH3:74])=[CH:69][CH:68]=4)=[O:64])=[C:58]([CH2:61][Cl:62])[CH2:59][S:60][C@H:55]23)=[O:29])[N:25]=1)([C:14]1[CH:19]=[CH:18][CH:17]=[CH:16][CH:15]=1)([C:8]1[CH:13]=[CH:12][CH:11]=[CH:10][CH:9]=1)[C:2]1[CH:3]=[CH:4][CH:5]=[CH:6][CH:7]=1 |f:2.3|. Procedure details: After 1.0 g (1.6 mmol) of (Z)-2-(2-tritylaminothiazol-4-yl)-[[(tert-butoxycarbonyl)(3-pyridyl)methoxy]imino]acetic acid and 0.37 g (1.77 mmol) of phosphorus pentachloride were added to 25 ml of dichloromethane, the mixture was stirred at 5° C. for 30 minutes. The resulting solution was dropwise added to a solution containing 0.65 g (1.6 mmol) of p-methoxybenzyl 7-amino-3-chloromethyl-3-cephem-4-carboxylate hydrochloride and 1.3 ml of pyridine in 30 ml of dichloromethane. After stirring for an ho... The reactants are CCOC(=O)C1CC(=O)c2cc(-n3cnc4cccnc43)ccc21, C1CCOC1, [Li+], [OH-]. Yields the product O=C1CC(C(=O)O)c2ccc(-n3cnc4cccnc43)cc21. Reaction SMILES: [CH2:1]([CH3:2])[O:3][C:4](=[O:5])[CH:6]1[CH2:7][C:8](=[O:24])[c:9]2[cH:10][c:11](-[n:15]3[cH:16][n:17][c:18]4[c:19]3[n:20][cH:21][cH:22][cH:23]4)[cH:12][cH:13][c:14]21.[CH2:27]1[O:28][CH2:29][CH2:30][CH2:31]1.[Li+:26].[OH-:25]>>[O:3]=[C:4]([OH:5])[CH:6]1[CH2:7][C:8](=[O:24])[c:9]2[cH:10][c:11](-[n:15]3[cH:16][n:17][c:18]4[c:19]3[n:20][cH:21][cH:22][cH:23]4)[cH:12][cH:13][c:14]21. Starting materials: C(#N)CS(=O)(=O)C1=C(C=CC(=C1)F)NC(C)=O (N-(2-Cyanomethylsulfonyl-4-fluoro-phenyl)acetamide). Solvent: [OH-].[Na+] (NaOH). Run at temperature 0 celsius. Yields the product FC1=CC2=C(NC(=C(S2(=O)=O)C#N)C)C=C1 (7-Fluoro-3-methyl-4H-1,4-benzothiazine-2-carbonitrile 1,1-dioxide). Reaction SMILES: [C:1]([CH2:3][S:4]([C:7]1[CH:12]=[C:11]([F:13])[CH:10]=[CH:9][C:8]=1[NH:14][C:15](=O)[CH3:16])(=[O:6])=[O:5])#[N:2]>[OH-].[Na+]>[F:13][C:11]1[CH:10]=[CH:9][C:8]2[NH:14][C:15]([CH3:16])=[C:3]([C:1]#[N:2])[S:4](=[O:6])(=[O:5])[C:7]=2[CH:12]=1 |f:1.2|. Procedure: N-(2-Cyanomethylsulfonyl-4-fluoro-phenyl)acetamide (0.21 g) was dissolved in 0.5 M NaOH (3 ml) at room temperature. After 1½ h the mixture was filtered. The filtrate was cooled to 0° C. and 4M HCl (0.5 ml) was added. A white precipitate was isolated by filtration, washed with water (5 ml) and dried to give the title compound as a white solid. Yield 0.17 g (85%); mp 326-327° C. (decomp.); 1H-NMR (DMSO-d6), δ (ppm): 12.07 (s, 1H, NH), 7.95-7.81 (m, 1H, Ar—H), 7.75-7.45 (m, 2H, Ar—H), 2.47 (s, CH3 ... Reported procedure: Methyl 3-chloro-1H-pyrrole-2-carboxylate (18.86 mmol, 1.0 equiv.) was dissolved in MeOH—H2O (2:1, 120 ml); at 0° C., LiOH.H2O (75.4 mmol, 4 equiv.) was added and the mixture was stirred for 16 h at 25° C. The methanol was concentrated under reduced pressure, and the aqueous residue was diluted with water (60 ml) and extracted with ethyl acetate (2×50 ml). The aqueous phase was adjusted to pH 3-4 with 1 M HCl, and the resulting solid was filtered out. Yield: 90% Reactants: ClC1=C(NC=C1)C(=O)OC (Methyl 3-chloro-1H-pyrrole-2-carboxylate), O[Li].O (LiOH.H2O). Conditions: temperature 25 celsius, time 16 hour. Run in CO.O (MeOH—H2O). Yields the product ClC1=C(NC=C1)C(=O)O (3-Chloro-1H-pyrrole-2-carboxylic acid). Yield: 90.0%. RXN SMILES: [Cl:1][C:2]1[CH:6]=[CH:5][NH:4][C:3]=1[C:7]([O:9]C)=[O:8].O[Li].O>CO.O>[Cl:1][C:2]1[CH:6]=[CH:5][NH:4][C:3]=1[C:7]([OH:9])=[O:8] |f:1.2,3.4|. Starting materials: NC1=C(C(=NC=2N1N=CC2C=2C=NC(=CC2)C2=CC=CC=C2)C2CCNCC2)C(C)=O (1-(7-amino-3-(6-phenylpyridin-3-yl)-5-(piperidin-4-yl)pyrazolo[1,5-a]pyrimidin-6-yl)ethanone), BrCC=1C=NC=CC1 (3-(bromomethyl)pyridine), CCN(C(C)C)C(C)C (DIEA). Solvent: C1CCOC1 (THF). Reaction conditions: time 8 hour. Yields the product NC1=C(C(=NC=2N1N=CC2C=2C=NC(=CC2)C2=CC=CC=C2)C2CCN(CC2)CC=2C=NC=CC2)C(C)=O (1-(7-amino-3-(6-phenylpyridin-3-yl)-5-(1-(pyridin-3-ylmethyl)piperidin-4-yl)pyrazolo[1,5-a]pyrimidin-6-yl)ethanone). Reaction SMILES: [NH2:1][C:2]1[N:7]2[N:8]=[CH:9][C:10]([C:11]3[CH:12]=[N:13][C:14]([C:17]4[CH:22]=[CH:21][CH:20]=[CH:19][CH:18]=4)=[CH:15][CH:16]=3)=[C:6]2[N:5]=[C:4]([CH:23]2[CH2:28][CH2:27][NH:26][CH2:25][CH2:24]2)[C:3]=1[C:29](=[O:31])[CH3:30].Br[CH2:33][C:34]1[CH:35]=[N:36][CH:37]=[CH:38][CH:39]=1.CCN(C(C)C)C(C)C>C1COCC1>[NH2:1][C:2]1[N:7]2[N:8]=[CH:9][C:10]([C:11]3[CH:12]=[N:13][C:14]([C:17]4[CH:18]=[CH:19][CH:20]=[CH:21][CH:22]=4)=[CH:15][CH:16]=3)=[C:6]2[N:5]=[C:4]([CH:23]2[CH2:24][CH2:25][N:26]([CH2:33][C:34]3[CH:35]=[N:36][CH:37]=[CH:38][CH:39]=3)[CH2:27][CH2:28]2)[C:3]=1[C:29](=[O:31])[CH3:30]. Procedure details: A mixture of 1-(7-amino-3-(6-phenylpyridin-3-yl)-5-(piperidin-4-yl)pyrazolo[1,5-a]pyrimidin-6-yl)ethanone (0.049 mmol, 20 mg), 3-(bromomethyl)pyridine (0.049 mmol, 12 mg) and DIEA (0.29 mmol, 37 mg) in THF (2 mL) was stirred at room temperature overnight. Concentration and purification by prep-LC afforded 1-(7-amino-3-(6-phenylpyridin-3-yl)-5-(1-(pyridin-3-ylmethyl)piperidin-4-yl)pyrazolo[1,5-a]pyrimidin-6-yl)ethanone: LCMS tR=2.71 Min (10 min run, UV254nm). Mass calculated for, M+ 503.24, obser... Solvent: C1CCOC1 (THF), C(Cl)Cl (CH2Cl2), C(Cl)Cl (CH2Cl2). Conditions: time 30 minute. Product: CC1=C(/C=C/C=2C=C(C=CC2)CCCN2C(C3=CC=CC=C3C2=O)=O)C=C(C=C1)C ((E)-2-(3-(3-(2,5-dimethylstyryl)phenyl)propyl)isoindoline-1,3-dione). Procedure details: To a suspension of the crude 2,5-dimethylmethylbenzyltriphenylphosphonium bromide in THF (10 mL) and CH2Cl2 (5 mL) were added potassium tert-butoxide (0.163 g, 1.45 mmol) and 18-crown-6 (0.163 g, 1.45 mmol). The mixture was stirred at room temperature under argon for 30 min then sonicated for 1 min A solution of phthalimide 29 (0.193 g, 0.658 mmol) in CH2Cl2 (2 mL) was added and the mixture stirred at room temperature for 2 h. The mixture was concentrated under reduced pressure and the residue p... The reactants are [Br-].CC1=C(C[P+](C2=C(C=CC=C2)C)(C2=CC=CC=C2)C2=CC=CC=C2)C=C(C=C1)C (2,5-dimethylmethylbenzyltriphenylphosphonium bromide), O=C1N(C(C2=CC=CC=C12)=O)CCCC=1C=C(C=O)C=CC1 (3-(3-(1,3-dioxoisoindolin-2-yl)propyl)benzaldehyde), CC(C)([O-])C.[K+] (potassium tert-butoxide), C1COCCOCCOCCOCCOCCO1 (18-crown-6). As a reaction SMILES: [Br-].[CH3:2][C:3]1[CH:29]=[CH:28][C:27]([CH3:30])=[CH:26][C:4]=1[CH2:5][P+](C1C=CC=CC=1)(C1C=CC=CC=1)C1C=CC=CC=1C.CC(C)([O-])C.[K+].C1OCCOCCOCCOCCOCCOC1.[O:55]=[C:56]1[C:64]2[C:59](=[CH:60][CH:61]=[CH:62][CH:63]=2)[C:58](=[O:65])[N:57]1[CH2:66][CH2:67][CH2:68][C:69]1[CH:70]=[C:71]([CH:74]=[CH:75][CH:76]=1)[CH:72]=O>C1COCC1.C(Cl)Cl>[CH3:2][C:3]1[CH:29]=[CH:28][C:27]([CH3:30])=[CH:26][C:4]=1/[CH:5]=[CH:72]/[C:71]1[CH:70]=[C:69]([CH2:68][CH2:67][CH2:66][N:57]2[C:58](=[O:65])[C:59]3[C:64](=[CH:63][CH:62]=[CH:61][CH:60]=3)[C:56]2=[O:55])[CH:76]=[CH:75][CH:74]=1 |f:0.1,2.3|. Reactants: CN(C=O)C (dimethylformamide), BrCCCCCCOC(CCCC1=CC=C(C=C1)OC)=O ((6-bromo-1-hexyl)4-(4-methoxyphenyl)butanoate), NCC(O)C1=CC(=C(C(=C1)Cl)N)Cl (2-amino-1-(4-amino-3,5-dichlorophenyl)ethanol). Run in C(C)(=O)OCC.C(C)N(CC)CC (ethyl acetate triethylamine). The product is NC1=C(C=C(C=C1Cl)C(CNCCCCCCOC(CCCC1=CC=C(C=C1)OC)=O)O)Cl.C(\C=C/C(=O)[O-])(=O)[O-] ({6-[2-(4-Amino-3,5-dichlorophenyl)-2-hydroxyethylamino]-1-hexyl}4-(4-methoxyphenyl)butanoate maleate). Reaction SMILES: CN(C)[CH:3]=[O:4].Br[CH2:7][CH2:8][CH2:9][CH2:10][CH2:11][CH2:12][O:13][C:14](=[O:26])[CH2:15][CH2:16][CH2:17][C:18]1[CH:23]=[CH:22][C:21]([O:24][CH3:25])=[CH:20][CH:19]=1.[NH2:27][CH2:28][CH:29]([C:31]1[CH:36]=[C:35]([Cl:37])[C:34]([NH2:38])=[C:33]([Cl:39])[CH:32]=1)[OH:30]>C(OCC)(=O)C.C(N(CC)CC)C>[NH2:38][C:34]1[C:33]([Cl:39])=[CH:32][C:31]([CH:29]([OH:30])[CH2:28][NH:27][CH2:7][CH2:8][CH2:9][CH2:10][CH2:11][CH2:12][O:13][C:14](=[O:26])[CH2:15][CH2:16][CH2:17][C:18]2[CH:23]=[CH:22][C:21]([O:24][CH3:25])=[CH:20][CH:19]=2)=[CH:36][C:35]=1[Cl:37].[C:3]([O-:4])(=[O:30])/[CH:16]=[CH:15]\[C:14]([O-:26])=[O:13] |f:3.4,5.6|. Procedure details: According to method I (dimethylformamide, 2 hours at 90° C.) from (6-bromo-1-hexyl)4-(4-methoxyphenyl)butanoate and 2-amino-1-(4-amino-3,5-dichlorophenyl)ethanol. Working up by means of chromatography (ethyl acetate/triethylamine 5:1). Recrystallized as the maleate from diethyl ether. Melting point: 66°-67° C.